This data is from the Open Reaction Database (ORD), a public repository of structured organic reaction records. The task is: describe an organic reaction: reactants, conditions, products, and yield The reactants are [Li+].C[Si](C)(C)[N-][Si](C)(C)C (LiHMDS), ClC1=NC=C(C=C1C1=NC(=NC(=N1)C)N)F (4-(2-chloro-5-fluoropyridin-3-yl)-6-methyl-1,3,5-triazin-2-amine), FC=1C=C(C=NC1OC)N (5-fluoro-6-methoxypyridin-3-amine). Solvent: C1CCOC1 (THF), C1CCOC1 (THF). Conditions: time 5 minute. The product is FC=1C=C(C(=NC1)NC=1C=NC(=C(C1)F)OC)C1=NC(=NC(=N1)C)N (4-(5-Fluoro-2-(5-Fluoro-6-Methoxypyridin-3-Ylamino)Pyridin-3-yl)-6-Methyl-1,3,5-Triazin-2-Amine). Isolated yield 41.7%. As a reaction SMILES: Cl[C:2]1[C:7]([C:8]2[N:13]=[C:12]([CH3:14])[N:11]=[C:10]([NH2:15])[N:9]=2)=[CH:6][C:5]([F:16])=[CH:4][N:3]=1.[F:17][C:18]1[CH:19]=[C:20]([NH2:26])[CH:21]=[N:22][C:23]=1[O:24][CH3:25].[Li+].C[Si]([N-][Si](C)(C)C)(C)C>C1COCC1>[F:16][C:5]1[CH:6]=[C:7]([C:8]2[N:13]=[C:12]([CH3:14])[N:11]=[C:10]([NH2:15])[N:9]=2)[C:2]([NH:26][C:20]2[CH:21]=[N:22][C:23]([O:24][CH3:25])=[C:18]([F:17])[CH:19]=2)=[N:3][CH:4]=1 |f:2.3|. Procedure details: A solution of 4-(2-chloro-5-fluoropyridin-3-yl)-6-methyl-1,3,5-triazin-2-amine (100 mg, 0.417 mmol) and 5-fluoro-6-methoxypyridin-3-amine (120 mg, 0.844 mmol) (Anichem, N.J., USA) in THF (2.0 mL) was cooled in an ice bath under nitrogen. A THF solution of LiHMDS (1 M in THF, 2500 μL, 2.500 mmol) was added dropwise. After 5 min, the cooling bath was removed. After a total of 22 min, HCl (5N, 0.5 mL) was added. After 5 min, EtOAc (10 mL) and saturated NH4Cl (10 mL) were added. The organic layer wa... Starting materials: ClCCC1N(C(CC1)C1=CC=C(C=C1)F)S(=O)(=O)C1=CC=C(C=C1)C ((2RS,5RS)-2-(2-chloro-ethyl)-5-(4-fluoro-phenyl)-1-(toluene-4-sulfonyl)-pyrrolidine), CC1=NN=NN1 (5-methyl-1H-tetrazole). Yields the product FC1=CC=C(C=C1)C1CCC(N1S(=O)(=O)C1=CC=C(C=C1)C)CCN1N=C(N=N1)C ((2RS,5SR)-2-{2-[5-(4-Fluoro-phenyl)-1-(toluene-4-sulfonyl)-pyrrolidin-2-yl]-ethyl}-5-methyl-2H-tetrazole). Reaction SMILES: Cl[CH2:2][CH2:3][CH:4]1[CH2:8][CH2:7][CH:6]([C:9]2[CH:14]=[CH:13][C:12]([F:15])=[CH:11][CH:10]=2)[N:5]1[S:16]([C:19]1[CH:24]=[CH:23][C:22]([CH3:25])=[CH:21][CH:20]=1)(=[O:18])=[O:17].[CH3:26][C:27]1[NH:31][N:30]=[N:29][N:28]=1>>[F:15][C:12]1[CH:11]=[CH:10][C:9]([CH:6]2[N:5]([S:16]([C:19]3[CH:20]=[CH:21][C:22]([CH3:25])=[CH:23][CH:24]=3)(=[O:17])=[O:18])[CH:4]([CH2:3][CH2:2][N:29]3[N:30]=[N:31][C:27]([CH3:26])=[N:28]3)[CH2:8][CH2:7]2)=[CH:14][CH:13]=1. Procedure details: The title compound, colorless oil, MS: m/e=430.4 (M+H+), was prepared in accordance with the general method of example 82b from (2RS,5RS)-2-(2-chloro-ethyl)-5-(4-fluoro-phenyl)-1-(toluene-4-sulfonyl)-pyrrolidine and 5-methyl-1H-tetrazole. Reactants: C(C1=CC=CC=C1)OC(=O)OC=1N(C2=CC=C(C=C2C1)Cl)C(=O)OCC1=CC=CC=C1 (Benzyl 2-{[(benzyloxy)carbonyl]oxy}-5-chloro-1H-indole-1-carboxylate), intermediate 37, N (ammonia), O1CCOCC1 (dioxane). Solvent: [Cl-].[Na+].O (Brine). Reaction conditions: time 8 hour. Yields the product ClC=1C=C2CC(N(C2=CC1)C(=O)OCC1=CC=CC=C1)=O (benzyl 5-chloro-2-oxoindoline-1-carboxylate). Isolated yield 59.0%. As a reaction SMILES: C(OC([O:11][C:12]1[N:13]([C:22]([O:24][CH2:25][C:26]2[CH:31]=[CH:30][CH:29]=[CH:28][CH:27]=2)=[O:23])[C:14]2[C:19]([CH:20]=1)=[CH:18][C:17]([Cl:21])=[CH:16][CH:15]=2)=O)C1C=CC=CC=1.N.O1CCOCC1>[Cl-].[Na+].O>[Cl:21][C:17]1[CH:18]=[C:19]2[C:14](=[CH:15][CH:16]=1)[N:13]([C:22]([O:24][CH2:25][C:26]1[CH:27]=[CH:28][CH:29]=[CH:30][CH:31]=1)=[O:23])[C:12](=[O:11])[CH2:20]2 |f:3.4.5|. Procedure: Benzyl 2-{[(benzyloxy)carbonyl]oxy}-5-chloro-1H-indole-1-carboxylate, intermediate 37 (5.00 g; 11.47 mmol) was treated with a solution of ammonia in dioxane (25.2 ml; 0.50 M; 12.6 mmol) and stirred overnight. Brine was added and the mixture extracted with ethyl acetate. The organic phase was dried (MgSO4) and removed in vacuo, to give a solid residue which was purified by recrystallisation (ethyl acetate), to give the title compound in 59% yield (HPLC purity 88%). MS (ESI+): 302.1; MS (ESI−): 30... The reactants are CC1(C)OB(c2ccc(N)cc2)OC1(C)C, COCCOC, CCO, CC1COCCN1c1cc(C(C)(C)S(=O)(=O)C(C)(C)C)nc(Cl)n1, [Na+], [Na+], O=C([O-])[O-], CN(C)C=O, O. The product is CC1COCCN1c1cc(C(C)(C)S(=O)(=O)C(C)(C)C)nc(-c2ccc(N)cc2)n1. RXN SMILES: [CH3:25][C:26]1([CH3:27])[C:28]([CH3:29])([CH3:30])[O:31][B:32]([c:33]2[cH:34][cH:35][c:36]([NH2:37])[cH:38][cH:39]2)[O:40]1.[CH3:52][O:53][CH2:54][CH2:55][O:56][CH3:57].[CH3:58][CH2:59][OH:60].[Cl:1][c:2]1[n:3][c:4]([C:15]([CH3:16])([CH3:17])[S:18](=[O:19])(=[O:20])[C:21]([CH3:22])([CH3:23])[CH3:24])[cH:5][c:6]([N:8]2[CH:9]([CH3:14])[CH2:10][O:11][CH2:12][CH2:13]2)[n:7]1.[Na+:41].[Na+:42].[O-:43][C:44](=[O:45])[O-:46].[O:47]=[CH:48][N:49]([CH3:50])[CH3:51].[OH2:61]>>[c:2]1(-[c:33]2[cH:34][cH:35][c:36]([NH2:37])[cH:38][cH:39]2)[n:3][c:4]([C:15]([CH3:16])([CH3:17])[S:18](=[O:19])(=[O:20])[C:21]([CH3:22])([CH3:23])[CH3:24])[cH:5][c:6]([N:8]2[CH:9]([CH3:14])[CH2:10][O:11][CH2:12][CH2:13]2)[n:7]1. Reactants: FC=1C(=CC=C2C(C(=C(C(C12)(C)C)O)C(=O)NCC(=O)OC(C)(C)C)=O)OCC1=CC=CC=C1 (1,1-dimethylethyl N-((8-fluoro-2-hydroxy-1,1-dimethyl-4-oxo-7-((phenylmethyl)oxyl)-naphthalene-3-yl)carbonyl)glycinate). The solvent is C(=O)(C(F)(F)F)O (TFA). Run at time 30 minute. Product: FC=1C(=CC=C2C(=C(C(C(C12)(C)C)=O)C(=O)NCC(=O)O)O)OCC1=CC=CC=C1 (N-((8-Fluoro-4-hydroxy-1,1-dimethyl-2-oxo-7-((phenylmethyl)oxy)-naphthalen-3-yl)carbonyl)glycine). Isolated yield 86.6%. RXN SMILES: [F:1][C:2]1[C:3]([O:27][CH2:28][C:29]2[CH:34]=[CH:33][CH:32]=[CH:31][CH:30]=2)=[CH:4][CH:5]=[C:6]2[C:11]=1[C:10]([CH3:13])([CH3:12])[C:9]([OH:14])=[C:8]([C:15]([NH:17][CH2:18][C:19]([O:21]C(C)(C)C)=[O:20])=[O:16])[C:7]2=[O:26]>C(O)(C(F)(F)F)=O>[F:1][C:2]1[C:3]([O:27][CH2:28][C:29]2[CH:34]=[CH:33][CH:32]=[CH:31][CH:30]=2)=[CH:4][CH:5]=[C:6]2[C:11]=1[C:10]([CH3:13])([CH3:12])[C:9](=[O:14])[C:8]([C:15]([NH:17][CH2:18][C:19]([OH:21])=[O:20])=[O:16])=[C:7]2[OH:26]. Procedure: A mixture of 1,1-dimethylethyl N-((8-fluoro-2-hydroxy-1,1-dimethyl-4-oxo-7-((phenylmethyl)oxyl)-naphthalene-3-yl)carbonyl)glycinate (0.21 g, 447 μmol) in 2 mL TFA was stirred at room temperature for 30 minutes, M+1=414. The mixture was concentrated and then triturated in DCM/hexane (5:10). The solid was filtered, washed with 10 mL DCM/hexane (5:10), and dried under high vacuum to give 0.16 g of a pale yellow solid. LCMS showed about 10% of debenzylated product. The product was further purified b...